This data is from the Open Reaction Database (ORD), a public repository of structured organic reaction records. The task is: describe an organic reaction: reactants, conditions, products, and yield The reactants are COC(=O)c1ccc(C)c(NC(=O)c2cc(OC)ccc2Br)c1, C=CCBr, C1CCOC1, [H-], [Na+]. Yields the product C=CCN(C(=O)c1cc(OC)ccc1Br)c1cc(C(=O)OC)ccc1C. RXN SMILES: [Br:3][c:4]1[c:5]([C:6](=[O:7])[NH:8][c:9]2[cH:10][c:11]([C:12](=[O:13])[O:14][CH3:15])[cH:16][cH:17][c:18]2[CH3:19])[cH:20][c:21]([O:24][CH3:25])[cH:22][cH:23]1.[CH2:26]([CH:27]=[CH2:28])[Br:29].[CH2:30]1[O:31][CH2:32][CH2:33][CH2:34]1.[H-:2].[Na+:1]>>[Br:3][c:4]1[c:5]([C:6](=[O:7])[N:8]([c:9]2[cH:10][c:11]([C:12](=[O:13])[O:14][CH3:15])[cH:16][cH:17][c:18]2[CH3:19])[CH2:28][CH:27]=[CH2:26])[cH:20][c:21]([O:24][CH3:25])[cH:22][cH:23]1. Reactants: FC1=C(C(=O)NC2=CC=C(C=C2)C2=CC(=CC=C2C)C(=O)O)C(=CC=C1)F (4′-(2,6-difluoro-benzoylamino)-6-methyl-biphenyl-3-carboxylic acid), C(C)OC(CN)OCC (2,2-diethoxy-ethylamine), CN(CCCN=C=NCC)C (1-(3-dimethylaminopropyl)-3-ethylcarbodiimide). Run in CN(C)C=O (DMF), O (water). Run at time 24 hour. Yields the product C(C)OC(CNC(=O)C=1C=C(C(=CC1)C)C1=CC=C(C=C1)NC(C1=C(C=CC=C1F)F)=O)OCC (4′-(2,6-difluoro-benzoylamino)-6-methyl-biphenyl-3-carboxylic acid (2,2-diethoxy-ethyl)-amide). Reaction SMILES: [F:1][C:2]1[CH:26]=[CH:25][CH:24]=[C:23]([F:27])[C:3]=1[C:4]([NH:6][C:7]1[CH:12]=[CH:11][C:10]([C:13]2[C:18]([CH3:19])=[CH:17][CH:16]=[C:15]([C:20](O)=[O:21])[CH:14]=2)=[CH:9][CH:8]=1)=[O:5].[CH2:28]([O:30][CH:31]([O:34][CH2:35][CH3:36])[CH2:32][NH2:33])[CH3:29].CN(C)CCCN=C=NCC>CN(C=O)C.O>[CH2:28]([O:30][CH:31]([O:34][CH2:35][CH3:36])[CH2:32][NH:33][C:20]([C:15]1[CH:14]=[C:13]([C:10]2[CH:11]=[CH:12][C:7]([NH:6][C:4](=[O:5])[C:3]3[C:2]([F:1])=[CH:26][CH:25]=[CH:24][C:23]=3[F:27])=[CH:8][CH:9]=2)[C:18]([CH3:19])=[CH:17][CH:16]=1)=[O:21])[CH3:29]. Procedure: Compound 1 was hydrolyzed by heating it in a solution of LiOH to yield 4′-(2,6-difluoro-benzoylamino)-6-methyl-biphenyl-3-carboxylic acid. A mixture of 4′-(2,6-difluoro-benzoylamino)-6-methyl-biphenyl-3-carboxylic acid (800 mg, 2.2 mmol), 2,2-diethoxy-ethylamine (0.32 mL, 2.2. mmol), 1-(3-dimethylaminopropyl)-3-ethylcarbodiimide (EDC) (5 mmol) in dry DMF (5 mL) was stirred at room temperature for 24 h. The mixture was diluted with water (20 mL) and extracted with ethyl acetate (EtOAc) (2×20 mL).... Reactants: O1CCC(CC1)=O (dihydro-2H-pyran-4(3H)-one), [Si](C)(C)(C(C)(C)C)OC1CC(C(C1)C(=O)OCC)CC (ethyl 4-(tert-butyldimethylsilyloxy)-2-ethylcyclopentanecarboxylate), C(C)[SiH](CC)CC (triethylsilane). Reagents/catalysts: [Bi](Br)(Br)Br (bismuth(III) bromide). Solvent: CC#N (MeCN). Reaction conditions: time 1 minute. Product: C(C)C1C(CC(C1)OC1CCOCC1)C(=O)OCC (ethyl 2-ethyl-4-(tetrahydro-2H-pyran-4-yloxy)cyclopentanecarboxylate). Yield: 140.5%. As a reaction SMILES: [Si]([O:8][CH:9]1[CH2:13][CH:12]([C:14]([O:16][CH2:17][CH3:18])=[O:15])[CH:11]([CH2:19][CH3:20])[CH2:10]1)(C(C)(C)C)(C)C.C([SiH](CC)CC)C.[O:28]1[CH2:33][CH2:32][C:31](=O)[CH2:30][CH2:29]1>CC#N.[Bi](Br)(Br)Br>[CH2:19]([CH:11]1[CH2:10][CH:9]([O:8][CH:31]2[CH2:32][CH2:33][O:28][CH2:29][CH2:30]2)[CH2:13][CH:12]1[C:14]([O:16][CH2:17][CH3:18])=[O:15])[CH3:20]. Procedure details: To a solution of ethyl 4-(tert-butyldimethylsilyloxy)-2-ethylcyclopentanecarboxylate (0.200 g, 0.666 mmol, Example #22 Step D) in MeCN (4.5 mL) was added triethylsilane (0.160 mL, 1.00 mmol) and bismuth(III) bromide (0.020 g, 0.045 mmol). The reaction mixture was stirred at ambient temperature for about 1 min followed by dropwise addition of dihydro-2H-pyran-4(3H)-one (0.100 g, 0.998 mmol). The reaction mixture was stirred at ambient temperature for about 15 min. The reaction was filtered throug... The reactants are CCO, CCOC(C)=O, COc1ccc(Oc2c(Cl)cc(-n3ncc(=O)[nH]c3=O)cc2Cl)cc1[N+](=O)[O-]. RXN SMILES: [CH3:29][CH2:30][OH:31].[CH3:32][CH2:33][O:34][C:35](=[O:36])[CH3:37].[Cl:1][c:2]1[cH:3][c:4](-[n:21]2[n:22][cH:23][c:24](=[O:28])[nH:25][c:26]2=[O:27])[cH:5][c:6]([Cl:20])[c:7]1[O:8][c:9]1[cH:10][c:11]([N+:17]([O-:18])=[O:19])[c:12]([O:15][CH3:16])[cH:13][cH:14]1>>[Cl:1][c:2]1[cH:3][c:4](-[n:21]2[n:22][cH:23][c:24](=[O:28])[nH:25][c:26]2=[O:27])[cH:5][c:6]([Cl:20])[c:7]1[O:8][c:9]1[cH:10][c:11]([NH2:17])[c:12]([O:15][CH3:16])[cH:13][cH:14]1. Product: COc1ccc(Oc2c(Cl)cc(-n3ncc(=O)[nH]c3=O)cc2Cl)cc1N. The reactants are [Cl-].[NH4+] (ammonium chloride), C[Al](C)C (trimethylaluminum), [N+](=O)([O-])C=1C=C(C#N)C=CC1 (3-nitrobenzonitrile). The product is Cl.[N+](=O)([O-])C=1C=C(C=CC1)C(N)=N (3-Nitrobenzenecarboximidamide hydrochloride). Reaction SMILES: [Cl-:1].[NH4+:2].C[Al](C)C.[N+:7]([C:10]1[CH:11]=[C:12]([CH:15]=[CH:16][CH:17]=1)[C:13]#[N:14])([O-:9])=[O:8]>>[ClH:1].[N+:7]([C:10]1[CH:11]=[C:12]([C:13](=[NH:2])[NH2:14])[CH:15]=[CH:16][CH:17]=1)([O-:9])=[O:8] |f:0.1,4.5|. Reported procedure: 7.22 g (135 mmol) of ammonium chloride are reacted analogously to example 1A with 135 mmol of trimethylaluminum (67.5 ml of 2 M solution in hexane) and 10 g (67.51 mmol) of 3-nitrobenzonitrile.